describe an organic reaction: reactants, conditions, products, and yield From a dataset of the Open Reaction Database (ORD), a public repository of structured organic reaction records. Starting materials: OC1=C(C2=CC=CC=C2C=C1)C=O (2-hydroxy-1-naphthaldehyde), FC(/C=C/C(=O)OCC)(F)F (ethyl 4,4,4-trifluorocrotonate), C(=O)([O-])[O-].[K+].[K+] (K2CO3). Run in CN(C=O)C (dimethylformamide), O (water). The product is FC(C=1COC2=C(C1C(=O)OCC)C1=CC=CC=C1C=C2)(F)F (ethyl 2-trifluoromethyl-3H-naphthopyran-carboxylate). The yield is 29.8%. Reaction SMILES: [OH:1][C:2]1[CH:11]=[CH:10][C:9]2[C:4](=[CH:5][CH:6]=[CH:7][CH:8]=2)[C:3]=1C=O.[F:14][C:15]([F:24])([F:23])/[CH:16]=[CH:17]/[C:18]([O:20][CH2:21][CH3:22])=[O:19].[C:25]([O-])([O-])=O.[K+].[K+]>CN(C)C=O.O>[F:14][C:15]([F:23])([F:24])[C:16]1[CH2:25][O:1][C:2]2[CH:11]=[CH:10][C:9]3[C:4](=[CH:5][CH:6]=[CH:7][CH:8]=3)[C:3]=2[C:17]=1[C:18]([O:20][CH2:21][CH3:22])=[O:19] |f:2.3.4|. Reported procedure: A mixture of 2-hydroxy-1-naphthaldehyde (8.6 g, 0.050 mol) and ethyl 4,4,4-trifluorocrotonate (9.2 g, 0.055 mol) dissolved in anhydrous dimethylformamide (DMF) and treated with anhydrous K2CO3 (13.8 g, 0.100 mol). The solution was maintained at room temperature for 50 hours and diluted with water. The solution was extracted with ethyl acetate, and the combined extracts were washed with brine, dried over anhydrous MgSO4, filtered and concentrated in vacuo to afford 4.8 g of an oil. The oil was pu... Reactants: ClC1=CC=C(OCC(=O)NC2=C(C=C(C=C2)OCC)NCC(C)C)C=C1 (2-(4-Chlorophenoxy)-N-{4-ethoxy-2-[(2-methylpropyl)amino]phenyl}acetamide). Run in CC(=O)O (AcOH). Yields the product ClC1=CC=C(C=C1)OCC1=NC2=C(N1CC(C)C)C=C(C=C2)OCC (4-Chloro-1-{[6-ethoxy-1-(2-methylpropyl)benzimidazole-2-yl]methoxy}benzene). The yield is 89.9%. As a reaction SMILES: [Cl:1][C:2]1[CH:26]=[CH:25][C:5]([O:6][CH2:7][C:8]([NH:10][C:11]2[CH:16]=[CH:15][C:14]([O:17][CH2:18][CH3:19])=[CH:13][C:12]=2[NH:20][CH2:21][CH:22]([CH3:24])[CH3:23])=O)=[CH:4][CH:3]=1>CC(O)=O>[Cl:1][C:2]1[CH:26]=[CH:25][C:5]([O:6][CH2:7][C:8]2[N:20]([CH2:21][CH:22]([CH3:24])[CH3:23])[C:12]3[CH:13]=[C:14]([O:17][CH2:18][CH3:19])[CH:15]=[CH:16][C:11]=3[N:10]=2)=[CH:4][CH:3]=1. Procedure: A solution of 58a (3.5 g, 0.0093 mol) in AcOH (50 mL) was heated at 100° C. for 1 hr. The reaction mixture was concentrated in vacuo, and to the residue was added CH2Cl2 (100 mL) and 37% aqueous ammonia (15 mL). The organic phase was washed with saturated NaHCO3 (2×75 mL) and brine (1×75 mL), filtered through phase separation filter paper, and concentrated in vacuo to give 3.0 g of a pink solid. The solid was chromatographed on 50 g of silica gel with 10 g anhydrous sodium sulfate on top packed ...